From a dataset of the Open Reaction Database (ORD), a public repository of structured organic reaction records. describe an organic reaction: reactants, conditions, products, and yield Procedure: A mixture of 1-(4-chlorophenoxy)3-(1,2,4-triazol-1-yl)propan-2-one (0.7g), trimethylsulphoxonium iodide (0.74g), potassium hydroxide (0.38g) and 1,2,4-triazole (0.23g) in tert butyl alcohol (15ml) was heated at 80° for 2.5h, then cooled and partitioned between ethyl acetate and water. The organic phase was separated, washed with water and then brine, dried and evaporated to dryness under reduced pressure. The residue was purified by chromatography on a Lobar silica column, using 2% methanol in c... As a reaction SMILES: [Cl:1][C:2]1[CH:17]=[CH:16][C:5]([O:6][CH2:7][C:8](=[O:15])[CH2:9][N:10]2[CH:14]=[N:13][CH:12]=[N:11]2)=[CH:4][CH:3]=1.[I-].[CH3:19][S+](C)(C)=O.[OH-].[K+].[NH:26]1[CH:30]=[N:29][CH:28]=[N:27]1>C(O)(C)(C)C>[Cl:1][C:2]1[CH:3]=[CH:4][C:5]([O:6][CH2:7][C:8]([OH:15])([CH2:19][N:26]2[CH:30]=[N:29][CH:28]=[N:27]2)[CH2:9][N:10]2[CH:14]=[N:13][CH:12]=[N:11]2)=[CH:16][CH:17]=1 |f:1.2,3.4|. Reactants: ClC1=CC=C(OCC(CN2N=CN=C2)=O)C=C1 (1-(4-chlorophenoxy)3-(1,2,4-triazol-1-yl)propan-2-one), [I-].C[S+](=O)(C)C (trimethylsulphoxonium iodide), [OH-].[K+] (potassium hydroxide), N1N=CN=C1 (1,2,4-triazole), 2.5h. Product: ClC1=CC=C(OCC(CN2N=CN=C2)(CN2N=CN=C2)O)C=C1 (2(4-chlorophenoxymethyl)1,3-di(1,2,4-triazol-1-yl)propan-2-ol). The solvent is C(C)(C)(C)O (tert butyl alcohol). Reactants: CC1=C2C=C(NC2=C(C=C1)C)C(=O)OC (methyl 4,7-dimethylindole-2-carboxylate), ClS(=O)(=O)N=C=O (chlorosulfonylisocyanate). The solvent is C(C)#N (acetonitrile), C(C)#N (acetonitrile). Reaction conditions: time 30 minute. Yields the product C(N)(=O)C1=C(NC2=C(C=CC(=C12)C)C)C(=O)OC (methyl 3-carbamoyl-4,7-dimethylindole-2-carboxylate). Yield: 41.0%. Reaction SMILES: [CH3:1][C:2]1[CH:10]=[CH:9][C:8]([CH3:11])=[C:7]2[C:3]=1[CH:4]=[C:5]([C:12]([O:14][CH3:15])=[O:13])[NH:6]2.ClS([N:20]=[C:21]=[O:22])(=O)=O>C(#N)C>[C:21]([C:4]1[C:3]2[C:7](=[C:8]([CH3:11])[CH:9]=[CH:10][C:2]=2[CH3:1])[NH:6][C:5]=1[C:12]([O:14][CH3:15])=[O:13])(=[O:22])[NH2:20]. Reported procedure: A solution of 2.0 g (9.9 mmol) of methyl 4,7-dimethylindole-2-carboxylate in 200 ml of anhydrous acetonitrile was cooled to 0° C. A solution of 3 ml (9.9 mmol) of chlorosulfonylisocyanate in 50 ml of anhydrous acetonitrile was added dropwise over a period of 15 minutes and the reaction mixture was stirred at room temperature for 30 minutes. After distilling off acetonitrile under reduced pressure, the residue was dissolved in 15 ml of acetonitrile-water (4:1). The pH of the solution was adjusted...